From a dataset of the Open Reaction Database (ORD), a public repository of structured organic reaction records. describe an organic reaction: reactants, conditions, products, and yield The reactants are O(C1=CC=CC=C1)C1=C(C(=O)O)C=CC=C1 (o-phenoxybenzoic acid), B.C1CCOC1 (BH3.THF). The solvent is C1CCOC1 (THF). Run at time 2 hour. The product is O(C1=CC=CC=C1)C1=C(CO)C=CC=C1 (o-phenoxybenzyl alcohol). Reaction SMILES: [O:1]([C:8]1[CH:16]=[CH:15][CH:14]=[CH:13][C:9]=1[C:10](O)=[O:11])[C:2]1[CH:7]=[CH:6][CH:5]=[CH:4][CH:3]=1.B.C1COCC1>C1COCC1>[O:1]([C:8]1[CH:16]=[CH:15][CH:14]=[CH:13][C:9]=1[CH2:10][OH:11])[C:2]1[CH:3]=[CH:4][CH:5]=[CH:6][CH:7]=1 |f:1.2|. Procedure details: To a solution of o-phenoxybenzoic acid (19.0 g, 88.7 mmol) in THF (100 mL) at 0° C. under N2 was added BH3.THF (133 mL, 1.0M in THF) over a period of 1 h, keeping the temperature below 5° C. The reaction mixture was then stirred at room temperature for 2 h. It was quenched with H2O, then 1N aqueous HCl. The two layers were separated. The aqueous layer was extracted with EtOAc. The combined organic mixture was washed with brine, dried over MgSO, and concentrated to a light yellow oil (16.9 g). Th... Starting materials: Cl.NC(=[NH2+])N (guanidinium hydrochloride), FC1=CC=C(C=C1)C1=NN2C(C=CC=C2)=C1C(C=CN(C)C)=O (2-(4-fluorophenyl)-3-(3-(dimethylamino)-2-propenoyl)pyrazolo[1,5-a]pyridine), Cl.NC(=[NH2+])N (guanidinium hydrochloride), C(=O)([O-])[O-].[K+].[K+] (K2CO3), O (water). The solvent is CN(C=O)C (N,N-dimethylformamide). Run at temperature 110 celsius, time 8 hour. Product: FC1=CC=C(C=C1)C1=NN2C(C=CC=C2)=C1C1=NC(=NC=C1)N (4-[2-(4-Fluorophenyl)pyrazolo[1,5-a]pyridin-3-yl]-2-pyrimidinamine). As a reaction SMILES: [F:1][C:2]1[CH:7]=[CH:6][C:5]([C:8]2[C:16]([C:17](=O)[CH:18]=[CH:19]N(C)C)=[C:11]3[CH:12]=[CH:13][CH:14]=[CH:15][N:10]3[N:9]=2)=[CH:4][CH:3]=1.Cl.[NH2:25][C:26]([NH2:28])=[NH2+:27].C([O-])([O-])=O.[K+].[K+].O>CN(C)C=O>[F:1][C:2]1[CH:3]=[CH:4][C:5]([C:8]2[C:16]([C:17]3[CH:18]=[CH:19][N:25]=[C:26]([NH2:28])[N:27]=3)=[C:11]3[CH:12]=[CH:13][CH:14]=[CH:15][N:10]3[N:9]=2)=[CH:6][CH:7]=1 |f:1.2,3.4.5|. Reported procedure: A mixture of 2-(4-fluorophenyl)-3-(3-(dimethylamino)-2-propenoyl)pyrazolo[1,5-a]pyridine (60 mg, 0.19 mmol), guanidinium hydrochloride (36 mg, 0.38 mmol), and K2CO3 (105 mg, 0.76 mmol) in N,N-dimethylformamide (3 mL) was stirred in a 110° C. oil bath for 8 h. Additional guanidinium hydrochloride (36 mg, 0.38 mmol) was added, and the mixture stirred in a 110° C. oil bath for 16 h. The mixture was cooled to room temperature, and water (20 mL) added. The resulting tan precipitate was collected by f... Starting materials: C(C1=CC=CC=C1)N1C(=NN2C(C1=O)=CC=C2Cl)C(O)C2CC2 (3-benzyl-7-chloro-2-(cyclopropyl-hydroxy-methyl)-3H-pyrrolo[2,1-f][1,2,4]triazin-4-one), C(=O)(OC(C)(C)C)NCCCN (N-BOC-1,3-diaminopropane). Run in C=1(C(=CC=CC1)C)C (xylene). Yields the product C(C)(C)(C)OC(NCCCNC(C1CC1)C1=NN2C(C(N1CC1=CC=CC=C1)=O)=CC=C2Cl)=O ((±)-(3-{[(3-Benzyl-7-chloro-4-oxo-3,4-dihydro-pyrrolo[2,1-f][1,2,4]triazin-2-yl)-cyclopropyl-methyl]-amino}-propyl)-carbamic acid tert-butyl ester). Yield: 69.3%. As a reaction SMILES: [CH2:1]([N:8]1[C:13](=[O:14])[C:12]2=[CH:15][CH:16]=[C:17]([Cl:18])[N:11]2[N:10]=[C:9]1[CH:19]([CH:21]1[CH2:23][CH2:22]1)O)[C:2]1[CH:7]=[CH:6][CH:5]=[CH:4][CH:3]=1.[C:24]([NH:31][CH2:32][CH2:33][CH2:34][NH2:35])([O:26][C:27]([CH3:30])([CH3:29])[CH3:28])=[O:25]>C1(C)C(C)=CC=CC=1>[C:27]([O:26][C:24](=[O:25])[NH:31][CH2:32][CH2:33][CH2:34][NH:35][CH:19]([C:9]1[N:8]([CH2:1][C:2]2[CH:7]=[CH:6][CH:5]=[CH:4][CH:3]=2)[C:13](=[O:14])[C:12]2=[CH:15][CH:16]=[C:17]([Cl:18])[N:11]2[N:10]=1)[CH:21]1[CH2:23][CH2:22]1)([CH3:30])([CH3:28])[CH3:29]. Reported procedure: A solution of 3-benzyl-7-chloro-2-(cyclopropyl-hydroxy-methyl)-3H-pyrrolo[2,1-f][1,2,4]triazin-4-one (0.32 g, 0.92 mmol) and N-BOC-1,3-diaminopropane (Fluka, 1.0 g, 5.7 mmol) in xylene (12 mL) was heated at 110° C. under nitrogen for 4 days. The solvent was removed under reduced pressure. Purification of the residue by flash column chromatography (SiO2, EtOAc/hexane 1:3 to 3:2) gave the title compound as a light yellow oil (0.31 g, 62%): 1H NMR (CDCl3) δ 7.25 (m, 3H), 7.20 (m, 1H), 7.07 (d, 2H, ... Yields the product COC(=O)Oc1ccc(F)cc1C. The reactants are O=C([O-])[O-], COC(=O)Cl, Cc1cc(F)ccc1O, [Na+], [Na+], [Na+], [OH-], O. As a reaction SMILES: [C:17](=[O:18])([O-:19])[O-:20].[Cl:12][C:13](=[O:14])[O:15][CH3:16].[F:1][c:2]1[cH:3][c:4]([CH3:9])[c:5]([OH:8])[cH:6][cH:7]1.[Na+:11].[Na+:21].[Na+:22].[OH-:10].[OH2:23]>>[F:1][c:2]1[cH:3][c:4]([CH3:9])[c:5]([O:8][C:13](=[O:14])[O:15][CH3:16])[cH:6][cH:7]1. The reactants are N(C1=CC=CC=C1)C=1SC=C(N1)C=C1C(N(C(S1)=S)CC(=O)O)=O (5-(2-anilinothiazol-4-ylmethylene)rhodanine-3-acetic acid), C[O-].[Na+] (sodium methoxide). Run in C(C)O (ethanol). Product: N(C1=CC=CC=C1)C=1SC=C(N1)C=C1C(N(C(S1)=S)CC(=O)[O-])=O.[Na+] (Sodium 5-(2-anilinothiazol-4-ylmethylene)rhodanine-3-acetate). As a reaction SMILES: [NH:1]([C:8]1[S:9][CH:10]=[C:11]([CH:13]=[C:14]2[S:18][C:17](=[S:19])[N:16]([CH2:20][C:21]([OH:23])=[O:22])[C:15]2=[O:24])[N:12]=1)[C:2]1[CH:7]=[CH:6][CH:5]=[CH:4][CH:3]=1.C[O-].[Na+:27]>C(O)C>[NH:1]([C:8]1[S:9][CH:10]=[C:11]([CH:13]=[C:14]2[S:18][C:17](=[S:19])[N:16]([CH2:20][C:21]([O-:23])=[O:22])[C:15]2=[O:24])[N:12]=1)[C:2]1[CH:7]=[CH:6][CH:5]=[CH:4][CH:3]=1.[Na+:27] |f:1.2,4.5|. Reported procedure: Following a procedure similar to that described in Example 35, the desired compound was prepared from 1 g of 5-(2-anilinothiazol-4-ylmethylene)rhodanine-3-acetic acid, 280 mg of sodium methoxide and 20 ml of ethanol. The resulting product was a yellow powder having the following physical properties. Product: CC1OC2(OC1)C=C(C(C(C2)(C)C)=O)C (2,7,9,9-Tetramethyl-1,4-Dioxaspiro[4,5]Dec-6-En-8-One). The yield is 70.2%. The reactants are CC=1C(C(CC(C1)=O)(C)C)=O (2,6,6-trimethylcyclohex-2-en-1,4-dione), C1=CC=CC=C1 (benzene), [ 1956 ], C(C(C)O)O (propylene glycol). Reported procedure: To a 2-liter flask fitted with a reflux condenser, a water separator and a stirrer is charged 265 g of 2,6,6-trimethylcyclohex-2-en-1,4-dione (prepared by the method described in Helv. Chim. Acta, 39:2041 [1956]), 266 g of propylene glycol, 500 ml of benzene and 1 g of p-toluenesulfonic acid. The reactants are stirred and refluxed until no additional water is collected in the water separator. The product is washed with water to a pH of 6, and the solvent is stripped off. The residue is vacuum di... The reagents and catalysts are C1(=CC=C(C=C1)S(=O)(=O)O)C (p-toluenesulfonic acid). Run in O (water), O (water). Reaction SMILES: [CH3:1][C:2]1[C:3](=[O:11])[C:4]([CH3:10])([CH3:9])[CH2:5][C:6](=[O:8])[CH:7]=1.[CH2:12]([OH:16])[CH:13](O)[CH3:14].C1C=CC=CC=1>C1(C)C=CC(S(O)(=O)=O)=CC=1.O>[CH3:14][CH:13]1[CH2:12][O:16][C:6]2([CH2:5][C:4]([CH3:10])([CH3:9])[C:3](=[O:11])[C:2]([CH3:1])=[CH:7]2)[O:8]1.